From a dataset of the Open Reaction Database (ORD), a public repository of structured organic reaction records. describe an organic reaction: reactants, conditions, products, and yield Reactants: CS(=O)(=O)OCCN1CCOCC1, O=C(c1c[nH]c2ccccc12)C1CCCC1, [H-], [Na+], CN(C)C=O. Product: O=C(c1cn(CCN2CCOCC2)c2ccccc12)C1CCCC1. As a reaction SMILES: [CH3:19][S:20]([O:21][CH2:24][CH2:25][N:26]1[CH2:27][CH2:28][O:29][CH2:30][CH2:31]1)(=[O:22])=[O:23].[CH:1]1([C:6](=[O:7])[c:8]2[cH:9][nH:10][c:11]3[cH:12][cH:13][cH:14][cH:15][c:16]23)[CH2:2][CH2:3][CH2:4][CH2:5]1.[H-:18].[Na+:17].[O:32]=[CH:33][N:34]([CH3:35])[CH3:36]>>[CH:1]1([C:6](=[O:7])[c:8]2[cH:9][n:10]([CH2:24][CH2:25][N:26]3[CH2:27][CH2:28][O:29][CH2:30][CH2:31]3)[c:11]3[cH:12][cH:13][cH:14][cH:15][c:16]23)[CH2:2][CH2:3][CH2:4][CH2:5]1.